This data is from the Open Reaction Database (ORD), a public repository of structured organic reaction records. The task is: describe an organic reaction: reactants, conditions, products, and yield Starting materials: [N+](=O)([O-])C=1C(=CC2=C(N=CS2)C1)C(=O)N (5-nitrobenzothiazole-6-carboxamide). Reagents/catalysts: [Pd] (Pd/C). The solvent is CO.CCOC(=O)C (MeOH EtOAc). Product: NC=1C(=CC2=C(N=CS2)C1)C(=O)N (5-aminobenzothiazole-6-carboxamide). RXN SMILES: [N+:1]([C:4]1[C:5]([C:13]([NH2:15])=[O:14])=[CH:6][C:7]2[S:11][CH:10]=[N:9][C:8]=2[CH:12]=1)([O-])=O>CO.CCOC(C)=O.[Pd]>[NH2:1][C:4]1[C:5]([C:13]([NH2:15])=[O:14])=[CH:6][C:7]2[S:11][CH:10]=[N:9][C:8]=2[CH:12]=1 |f:1.2|. Procedure details: A solution of 5-nitrobenzothiazole-6-carboxamide (0.30 g, 1.34 mmol) in MeOH/EtOAc (1:1, 25 mL) is hydrogenated over 5% Pd/C at 60 psi for 1 h to give 5-aminobenzothiazole-6-carboxamide. This is immediately dissolved in triethyl orthoformate (30 mL) and the mixture is heated under gentle reflux for 18 h. An equal volume of petroleum ether is added to the cooled solution, precipitating thiazolo[5,4-g]quinazol-4(3H)-one (0.17 g, 57%) as a tan powder. 1H NMR (DMSO) δ12.30 (1H, brs), 9.67 (1H, s). 9...